Dataset: the Open Reaction Database (ORD), a public repository of structured organic reaction records. Task: describe an organic reaction: reactants, conditions, products, and yield Starting materials: C(C)OP(OCC)(=O)CC(N(C)OC)=O (diethyl(N-methoxy-N-methyl-carbamoylmethyl)phosphonate), C(C)(C)[N-]C(C)C.[Li+] (lithium diisopropylamide), C1(CCCC1)OC=1C=C(C=O)C=CC1OC (3-cyclopentyloxy-4-methoxybenzaldehyde). The solvent is O1CCCC1 (tetrahydrofuran), O1CCCC1 (tetrahydrofuran), O (water). Reaction conditions: temperature -78 celsius, time 30 minute. Product: CON(C(C=CC1=CC(=C(C=C1)OC)OC1CCCC1)=O)C (N-Methoxy-N-methyl-3-(3-cyclopentyloxy-4-methoxyphenyl)-prop-2-enamide). Yield: 95.5%. Reaction SMILES: C(OP([CH2:9][C:10](=[O:15])[N:11]([O:13][CH3:14])[CH3:12])(=O)OCC)C.C([N-]C(C)C)(C)C.[Li+].[CH:24]1([O:29][C:30]2[CH:31]=[C:32]([CH:35]=[CH:36][C:37]=2[O:38][CH3:39])[CH:33]=O)[CH2:28][CH2:27][CH2:26][CH2:25]1>O1CCCC1.O>[CH3:14][O:13][N:11]([CH3:12])[C:10](=[O:15])[CH:9]=[CH:33][C:32]1[CH:35]=[CH:36][C:37]([O:38][CH3:39])=[C:30]([O:29][CH:24]2[CH2:28][CH2:27][CH2:26][CH2:25]2)[CH:31]=1 |f:1.2|. Procedure: To a stirred solution of diethyl(N-methoxy-N-methyl-carbamoylmethyl)phosphonate (2.60 g, 10.90 mmol) in dry tetrahydrofuran (50 ml) at -78° C. was added lithium diisopropylamide (1.5M solution in cyclohexane, 7.33 ml, 11 mmol) dropwise over 3 minutes. The resulting solution was stirred at -78° C. for 30 minutes, after which time 3-cyclopentyloxy-4-methoxybenzaldehyde (1.5 g, 6.81 mmol) in dry tetrahydrofuran (5 ml) was added in one portion. The reaction was allowed to warm to room temperature an...